Dataset: the Open Reaction Database (ORD), a public repository of structured organic reaction records. Task: describe an organic reaction: reactants, conditions, products, and yield Reactants: [OH-].[Na+] (sodium hydroxide), CCOCC (ether), FC=1C=C(C(=O)Cl)C=CN1 (2-fluoroisonicotinoyl chloride), S(=O)(=O)(O)O.NCC#N (aminoacetonitrile sulfate). Solvent: O (Water), C(C)(=O)OCC (ethyl acetate), O (water). Reaction conditions: time 2 hour. The product is C(#N)CNC(C1=CC(=NC=C1)F)=O (N-(cyanomethyl)-2-fluoroisonicotinamide). The yield is 75.3%. As a reaction SMILES: [OH-].[Na+].S(O)(O)(=O)=O.[NH2:8][CH2:9][C:10]#[N:11].CCOCC.[F:17][C:18]1[CH:19]=[C:20]([CH:24]=[CH:25][N:26]=1)[C:21](Cl)=[O:22]>O.C(OCC)(=O)C>[C:10]([CH2:9][NH:8][C:21](=[O:22])[C:20]1[CH:24]=[CH:25][N:26]=[C:18]([F:17])[CH:19]=1)#[N:11] |f:0.1,2.3|. Reported procedure: 2.4 g (0.056 mol) of sodium hydroxide was dissolved in 24 ml of water. 3.6 g (0.017 mol) of aminoacetonitrile sulfate was added to the solution. 30 ml of ether containing 3.0 g (0.017 mol) of 2-fluoroisonicotinoyl chloride was added dropwise to the solution while the temperature was kept below 5° C. The mixture was stirred at room temperature for 2 h to conduct a reaction. Water and ethyl acetate were added to the mixture to conduct extraction. The organic layer was washed with a saturated aqueo... Reactants: CCNCc1ccc2ccccc2n1, Cc1ccc(N(CC(=O)O)S(=O)(=O)c2ccccc2C)cc1. Yields the product CCN(Cc1ccc2ccccc2n1)C(=O)CN(c1ccc(C)cc1)S(=O)(=O)c1ccccc1C. RXN SMILES: [CH2:23]([CH3:24])[NH:25][CH2:26][c:27]1[n:28][c:29]2[cH:30][cH:31][cH:32][cH:33][c:34]2[cH:35][cH:36]1.[c:1]1([CH3:22])[c:2]([S:7](=[O:8])(=[O:9])[N:10]([c:11]2[cH:12][cH:13][c:14]([CH3:17])[cH:15][cH:16]2)[CH2:18][C:19](=[O:20])[OH:21])[cH:3][cH:4][cH:5][cH:6]1>>[c:1]1([CH3:22])[c:2]([S:7](=[O:8])(=[O:9])[N:10]([c:11]2[cH:12][cH:13][c:14]([CH3:17])[cH:15][cH:16]2)[CH2:18][C:19](=[O:21])[N:25]([CH2:23][CH3:24])[CH2:26][c:27]2[n:28][c:29]3[cH:30][cH:31][cH:32][cH:33][c:34]3[cH:35][cH:36]2)[cH:3][cH:4][cH:5][cH:6]1. The reactants are CO, N#CBr, Nc1ccccc1C1=NCCN1. The product is Br, NC1=Nc2ccccc2C2=NCCN12. RXN SMILES: [CH3:16][OH:17].[N:13]#[C:14][Br:15].[NH:1]1[C:2]([c:6]2[c:7]([NH2:8])[cH:9][cH:10][cH:11][cH:12]2)=[N:3][CH2:4][CH2:5]1>>[BrH:15].[N:1]12[C:2](=[N:3][CH2:4][CH2:5]1)[c:6]1[c:7]([cH:9][cH:10][cH:11][cH:12]1)[N:8]=[C:14]2[NH2:13]. The reactants are C(C1=CC=CC=C1)OC=1C=C(C2=C(NC(CO2)=O)C1)C(C(O)OCC)O (6-benzyloxy-8-(2-ethoxy-1,2-dihydroxy-ethyl)-4H-benzo[1,4]oxazin-3-one), NC(CCN1C(NC2=C1C=C(C=C2)C)=O)(C)C (1-(3-amino-3-methyl-butyl)-6-methyl-1,3-dihydro-benzimidazol-2-one), FC(C(=O)[O-])(F)F (trifluoroacetate). Yields the product CC(CCN1C(NC2=C1C=C(C=C2)C)=O)(C)NCC(O)C2=CC(=CC=1NC(COC12)=O)O (8-{2-[1,1-dimethyl-3-(6-methyl-2-oxo-2,3-dihydro-benzimidazol-1-yl)-propylamino]-1-hydroxy-ethyl}-6-hydroxy-4H-benzo[1,4]oxazin-3-one). Reaction SMILES: C([O:8][C:9]1[CH:10]=[C:11]([CH:20]([OH:26])[CH:21](OCC)O)[C:12]2[O:17][CH2:16][C:15](=[O:18])[NH:14][C:13]=2[CH:19]=1)C1C=CC=CC=1.[NH2:27][C:28]([CH3:43])([CH3:42])[CH2:29][CH2:30][N:31]1[C:35]2[CH:36]=[C:37]([CH3:40])[CH:38]=[CH:39][C:34]=2[NH:33][C:32]1=[O:41].FC(F)(F)C([O-])=O>>[CH3:43][C:28]([NH:27][CH2:21][CH:20]([C:11]1[C:12]2[O:17][CH2:16][C:15](=[O:18])[NH:14][C:13]=2[CH:19]=[C:9]([OH:8])[CH:10]=1)[OH:26])([CH3:42])[CH2:29][CH2:30][N:31]1[C:35]2[CH:36]=[C:37]([CH3:40])[CH:38]=[CH:39][C:34]=2[NH:33][C:32]1=[O:41]. Reported procedure: The compound is prepared according to general method 1 from 357 mg (1 mmol) 6-benzyloxy-8-(2-ethoxy-1,2-dihydroxy-ethyl)-4H-benzo[1,4]oxazin-3-one and 233 mg (1 mmol) 1-(3-amino-3-methyl-butyl)-6-methyl-1,3-dihydro-benzimidazol-2-one. Yield: 170 mg (31%, trifluoroacetate); mass spectroscopy: [M+H]+=441. Starting materials: BrCCCCCCCBr (1,7-dibromoheptane), C1(=CC=CC=C1)CCO (benzeneethanol). Product: BrCCCCCCCOCCC1=CC=CC=C1 ([2-[(7-Bromoheptyl)oxy]ethyl]benzene). As a reaction SMILES: Br[CH2:2][CH2:3][CH2:4][CH2:5][CH2:6][CH2:7][CH2:8][Br:9].[C:10]1([CH2:16][CH2:17][OH:18])[CH:15]=[CH:14][CH:13]=[CH:12][CH:11]=1>>[Br:9][CH2:8][CH2:7][CH2:6][CH2:5][CH2:4][CH2:3][CH2:2][O:18][CH2:17][CH2:16][C:10]1[CH:15]=[CH:14][CH:13]=[CH:12][CH:11]=1. Procedure: (6.2 g), T.l.c. (CX-ER 40:1) Rf 0.29, from 1,7-dibromoheptane (10.5 g) and benzeneethanol (50.0 g). Product: COC(=O)c1cc(-c2ccnn2C)cs1. Reaction SMILES: [Br:1][c:2]1[cH:3][c:4]([C:7](=[O:8])[O:9][CH3:10])[s:5][cH:6]1.[CH3:17][C:18]1([CH3:19])[CH2:20][O:21][B:22]([c:24]2[cH:25][cH:26][n:27][n:28]2[CH3:29])[O:23][CH2:30]1.[K+:11].[K+:12].[O-:13][C:14]([O-:15])=[O:16].[O:31]1[CH2:32][CH2:33][O:34][CH2:35][CH2:36]1.[OH2:37]>>[c:2]1(-[c:24]2[cH:25][cH:26][n:27][n:28]2[CH3:29])[cH:3][c:4]([C:7](=[O:8])[O:9][CH3:10])[s:5][cH:6]1. The reactants are COC(=O)c1cc(Br)cs1, Cn1nccc1B1OCC(C)(C)CO1, [K+], [K+], O=C([O-])[O-], C1COCCO1, O.